This data is from the Open Reaction Database (ORD), a public repository of structured organic reaction records. The task is: describe an organic reaction: reactants, conditions, products, and yield Reactants: FC1=CC=C(CBr)C=C1 (4-fluorobenzylbromide), C(CC(=O)C)(=O)OC (methyl acetoacetate), C(C)(C)(C)O (tert-butanol), CC(C)([O-])C.[K+] (potassium tert-butoxide). The solvent is O1CCCC1 (tetrahydrofuran). Reaction conditions: time 1 hour. The product is FC1=CC=C(CC(C(=O)OC)C(C)=O)C=C1 (methyl 2-(4-fluorobenzyl)-3-oxobutanoate). The yield is 75.2%. As a reaction SMILES: CC(C)([O-])C.[K+].[C:7]([O:13][CH3:14])(=[O:12])[CH2:8][C:9]([CH3:11])=[O:10].C(O)(C)(C)C.[F:20][C:21]1[CH:28]=[CH:27][C:24]([CH2:25]Br)=[CH:23][CH:22]=1>O1CCCC1>[F:20][C:21]1[CH:28]=[CH:27][C:24]([CH2:25][CH:8]([C:9](=[O:10])[CH3:11])[C:7]([O:13][CH3:14])=[O:12])=[CH:23][CH:22]=1 |f:0.1|. Procedure: To a suspension of potassium tert-butoxide (10.6 g, 95.0 mmol) in tetrahydrofuran (100 mL) were added methyl acetoacetate (10.0 g, 86.0 mmol) and tert-butanol (0.83 mL, 8.6 mmol) at room temperature. The resulting solution was stirred for 1 h, and then 4-fluorobenzylbromide (11.2 mL, 90 mmol) was added. The reaction mixture was stirred at room temperature for 18 h, and then partitioned between water and ethyl acetate. The aqueous layer was extracted with ethyl acetate (3×), the combined organic ... Starting materials: C([O-])([O-])=O.[Na+].[Na+] (sodium carbonate), C(C1=CC=CC=C1)(=O)Cl (benzoyl chloride), [OH-].[Na+] (sodium hydroxide), OC(CONC(=N)C=1C=NC=CC1)CN1CCCCC1 (N-[2-hydroxy-3-(1-piperidinyl)propoxy]-3-pyridine-carboximidamide), C(C1=CC=CC=C1)(=O)Cl (benzoyl chloride), C(\C=C/C(=O)O)(=O)O (maleic acid). Run in C1=CC=CC=C1 (benzene). Conditions: time 2 hour. The product is C(\C=C/C(=O)O)(=O)O.C(C1=CC=CC=C1)(=O)OC(CONC(=N)C=1C=NC=CC1)CN1CCCCC1 (N-[2-benzoyloxy-3-(1-piperidinyl)propoxy]-3-pyridinecarboximidamide (Z)-2-butenedioate). RXN SMILES: [OH:1][CH:2]([CH2:14][N:15]1[CH2:20][CH2:19][CH2:18][CH2:17][CH2:16]1)[CH2:3][O:4][NH:5][C:6]([C:8]1[CH:9]=[N:10][CH:11]=[CH:12][CH:13]=1)=[NH:7].[OH-].[Na+].[C:23](Cl)(=[O:30])[C:24]1[CH:29]=[CH:28][CH:27]=[CH:26][CH:25]=1.C(=O)([O-])[O-].[Na+].[Na+].[C:38]([OH:45])(=[O:44])/[CH:39]=[CH:40]\[C:41]([OH:43])=[O:42]>C1C=CC=CC=1>[C:38]([OH:45])(=[O:44])/[CH:39]=[CH:40]\[C:41]([OH:43])=[O:42].[C:23]([O:1][CH:2]([CH2:14][N:15]1[CH2:20][CH2:19][CH2:18][CH2:17][CH2:16]1)[CH2:3][O:4][NH:5][C:6]([C:8]1[CH:9]=[N:10][CH:11]=[CH:12][CH:13]=1)=[NH:7])(=[O:30])[C:24]1[CH:29]=[CH:28][CH:27]=[CH:26][CH:25]=1 |f:1.2,4.5.6,9.10|. Reported procedure: 20.9 g (75.0 mmol) of N-[2-hydroxy-3-(1-piperidinyl)propoxy]-3-pyridine-carboximidamide [Hung. Pat. 177.578 (1976)] was dissolved in 300 ml of benzene. To this solution 150 ml of 1 N sodium hydroxide solution was added, followed by dropwise addition of 19.5 ml (168 mmol) of benzoyl chloride. After stirring the mixture intensively for 2 hours, 7.1 g (67 mmol) of sodium carbonate and a further portion of benzoyl chloride (9.75 ml; 84 mmol) was added, and the stirring was continued overnight. The p... Reactants: CSCCC(NC(=O)OC(C)(C)C)C(=O)NC(C(=O)NC(Cc1c[nH]c2ccccc12)C(=O)O)C(C)C, CC(=O)O, Cl, C1COCCO1. Yields the product Cl, CSCCC(N)C(=O)NC(C(=O)NC(Cc1c[nH]c2ccccc12)C(=O)O)C(C)C. Reaction SMILES: [C:1]([O:2][C:3](=[O:4])[NH:8][CH:9]([CH2:10][CH2:11][S:12][CH3:13])[C:14](=[O:15])[NH:16][CH:17]([CH:18]([CH3:19])[CH3:20])[C:21](=[O:22])[NH:23][CH:24]([CH2:25][c:26]1[cH:27][nH:28][c:29]2[cH:30][cH:31][cH:32][cH:33][c:34]12)[C:35](=[O:36])[OH:37])([CH3:5])([CH3:6])[CH3:7].[CH3:38][C:39](=[O:40])[OH:41].[ClH:42].[O:43]1[CH2:44][CH2:45][O:46][CH2:47][CH2:48]1>>[ClH:42].[NH2:8][CH:9]([CH2:10][CH2:11][S:12][CH3:13])[C:14](=[O:15])[NH:16][CH:17]([CH:18]([CH3:19])[CH3:20])[C:21](=[O:22])[NH:23][CH:24]([CH2:25][c:26]1[cH:27][nH:28][c:29]2[cH:30][cH:31][cH:32][cH:33][c:34]12)[C:35](=[O:36])[OH:37]. The reactants are COc1ccc(CN(Cc2ccc(OC)cc2)c2nc(C)nc(-c3ccc(C)nc3Nc3cncc(F)c3)n2)cc1, O=C(O)C(F)(F)F, O=S(=O)(O)C(F)(F)F. Yields the product Cc1ccc(-c2nc(C)nc(N)n2)c(Nc2cncc(F)c2)n1. Reaction SMILES: [F:1][c:2]1[cH:3][c:4]([NH:8][c:9]2[n:10][c:11]([CH3:41])[cH:12][cH:13][c:14]2-[c:15]2[n:16][c:17]([N:22]([CH2:23][c:24]3[cH:25][cH:26][c:27]([O:28][CH3:29])[cH:30][cH:31]3)[CH2:32][c:33]3[cH:34][cH:35][c:36]([O:37][CH3:38])[cH:39][cH:40]3)[n:18][c:19]([CH3:21])[n:20]2)[cH:5][n:6][cH:7]1.[F:50][C:51]([F:52])([F:53])[C:54]([OH:55])=[O:56].[OH:42][S:43]([C:44]([F:45])([F:46])[F:47])(=[O:48])=[O:49]>>[F:1][c:2]1[cH:3][c:4]([NH:8][c:9]2[n:10][c:11]([CH3:41])[cH:12][cH:13][c:14]2-[c:15]2[n:16][c:17]([NH2:22])[n:18][c:19]([CH3:21])[n:20]2)[cH:5][n:6][cH:7]1. Starting materials: Cl.FC1=C(OC2C(N(CCC2)C2CCNCC2)=O)C=C(C(=C1)S(=O)(=O)C)F (3-(2,5-difluoro-4-(methylsulfonyl)phenoxy)-1,4′-bipiperidin-2-one HCl salt), CCN(C(C)C)C(C)C (DIEA), ClC1=NC=C(C=N1)CC (2-chloro-5-ethylpyrimidine). The solvent is O (water), CCOC(=O)C (EtOAc), CS(=O)C (DMSO). Conditions: temperature 120 celsius. The product is FC1=C(OC2C(N(CCC2)C2CCN(CC2)C2=NC=C(C=N2)CC)=O)C=C(C(=C1)S(=O)(=O)C)F (3-(2,5-difluoro-4-(methylsulfonyl)phenoxy)-1′-(5-ethylpyrimidine-2-yl)-1,4′-bipiperidine-2-one). Isolated yield 20.2%. Reaction SMILES: Cl.[F:2][C:3]1[CH:22]=[C:21]([S:23]([CH3:26])(=[O:25])=[O:24])[C:20]([F:27])=[CH:19][C:4]=1[O:5][CH:6]1[CH2:11][CH2:10][CH2:9][N:8]([CH:12]2[CH2:17][CH2:16][NH:15][CH2:14][CH2:13]2)[C:7]1=[O:18].CCN(C(C)C)C(C)C.Cl[C:38]1[N:43]=[CH:42][C:41]([CH2:44][CH3:45])=[CH:40][N:39]=1>CS(C)=O.O.CCOC(C)=O>[F:2][C:3]1[CH:22]=[C:21]([S:23]([CH3:26])(=[O:25])=[O:24])[C:20]([F:27])=[CH:19][C:4]=1[O:5][CH:6]1[CH2:11][CH2:10][CH2:9][N:8]([CH:12]2[CH2:17][CH2:16][N:15]([C:38]3[N:43]=[CH:42][C:41]([CH2:44][CH3:45])=[CH:40][N:39]=3)[CH2:14][CH2:13]2)[C:7]1=[O:18] |f:0.1|. Procedure details: To a solution of 3-(2,5-difluoro-4-(methylsulfonyl)phenoxy)-1,4′-bipiperidin-2-one HCl salt (64 mg, 0.15 mmol) and DIEA (0.080 mL, 0.45 mmol) in DMSO (2 mL) was added 2-chloro-5-ethylpyrimidine (26 mg, 0.18 mmol). The reaction was heated at 120° C. overnight. The reaction was cooled to ambient temperature and diluted with water (2 mL) and EtOAc (5 mL). The organic layer was separated and the aqueous washed with EtOAc. The combined organic layers were dried with MgSO4 and concentrated. The crude ... Starting materials: O=C(OO)c1cccc(Cl)c1, ClCCl, O=C(NCC(=O)N1CCC(Sc2ccccc2C(F)(F)F)CC1)c1cc(-c2ccccc2)[nH]n1. The product is O=C(NCC(=O)N1CCC(S(=O)c2ccccc2C(F)(F)F)CC1)c1cc(-c2ccccc2)[nH]n1. Reaction SMILES: [Cl:1][c:2]1[cH:3][cH:4][cH:5][c:6]([C:7]([O:8][OH:10])=[O:9])[cH:11]1.[Cl:46][CH2:47][Cl:48].[O:12]=[C:13]([CH2:14][NH:15][C:16](=[O:17])[c:18]1[n:19][nH:20][c:21](-[c:23]2[cH:24][cH:25][cH:26][cH:27][cH:28]2)[cH:22]1)[N:29]1[CH2:30][CH2:31][CH:32]([S:35][c:36]2[c:37]([C:42]([F:43])([F:44])[F:45])[cH:38][cH:39][cH:40][cH:41]2)[CH2:33][CH2:34]1>>[O:9]=[S:35]([CH:32]1[CH2:31][CH2:30][N:29]([C:13](=[O:12])[CH2:14][NH:15][C:16](=[O:17])[c:18]2[n:19][nH:20][c:21](-[c:23]3[cH:24][cH:25][cH:26][cH:27][cH:28]3)[cH:22]2)[CH2:34][CH2:33]1)[c:36]1[c:37]([C:42]([F:43])([F:44])[F:45])[cH:38][cH:39][cH:40][cH:41]1. Starting materials: C(C)N(C(C)C)C(C)C (ethyldiisopropylamine), C(C1=CC=CC=C1)CN (N-benzylmethylamine), COC1=CC=C(C=C1)C1=C(C2=C(N(C=C(C2=O)C2=CN=CO2)CC2=C(C=CC=C2)F)S1)CBr (4,7-dihydro-2-(4-methoxyphenyl)-3-bromomethyl-5-(oxazol-5-yl)-7-(2-fluorobenzyl)-4-oxothieno[2,3-b]pyridine). Solvent: CN(C=O)C (dimethylformamide). The product is C(C1=CC=CC=C1)N(C)CC1=C(SC=2N(C=C(C(C21)=O)C2=CN=CO2)CC2=C(C=CC=C2)F)C2=CC=C(C=C2)OC (3-(N-benzyl-N-methylaminomethyl)-4,7-dihydro-2-(4-methoxyphenyl)-5-(oxazol-5-yl)-7-(2-fluorobenzyl)-4-oxothieno[2,3-b]pyridine). RXN SMILES: [CH3:1][O:2][C:3]1[CH:8]=[CH:7][C:6]([C:9]2[S:31][C:12]3[N:13]([CH2:23][C:24]4[CH:29]=[CH:28][CH:27]=[CH:26][C:25]=4[F:30])[CH:14]=[C:15]([C:18]4[O:22][CH:21]=[N:20][CH:19]=4)[C:16](=[O:17])[C:11]=3[C:10]=2[CH2:32]Br)=[CH:5][CH:4]=1.C([N:36]([CH:40]([CH3:42])C)[CH:37](C)C)C.[CH2:43]([CH2:50]N)[C:44]1C=CC=[CH:46][CH:45]=1>CN(C)C=O>[CH2:40]([N:36]([CH2:32][C:10]1[C:11]2[C:16](=[O:17])[C:15]([C:18]3[O:22][CH:21]=[N:20][CH:19]=3)=[CH:14][N:13]([CH2:23][C:24]3[CH:29]=[CH:28][CH:27]=[CH:26][C:25]=3[F:30])[C:12]=2[S:31][C:9]=1[C:6]1[CH:7]=[CH:8][C:3]([O:2][CH3:1])=[CH:4][CH:5]=1)[CH3:37])[C:42]1[CH:46]=[CH:45][CH:44]=[CH:43][CH:50]=1. Procedure details: To a solution of the compound (0.07 g, 0.16 mmol) obtained in Example 2 in dimethylformamide (20 ml) are added under ice-cooling ethyldiisopropylamine (0.0243 g, 0.19 mmol) and N-benzylmethylamine (24.2 μl, 0.19 mmol).